Dataset: the Open Reaction Database (ORD), a public repository of structured organic reaction records. Task: describe an organic reaction: reactants, conditions, products, and yield Reactants: COC(C1=C(C=C(C=C1)C#N)OC)=O (4-cyano-2-methoxy-benzoic acid methyl ester). Reagents/catalysts: [Ni] (Raney-nickel). Solvent: O (water), CO (methanol). Run at time 16 hour. Product: COC(C1=C(C=C(C=C1)CN)OC)=O (4-aminomethyl-2-methoxy-benzoic acid methyl ester). The yield is 37.4%. As a reaction SMILES: [CH3:1][O:2][C:3](=[O:14])[C:4]1[CH:9]=[CH:8][C:7]([C:10]#[N:11])=[CH:6][C:5]=1[O:12][CH3:13]>CO.O.[Ni]>[CH3:1][O:2][C:3](=[O:14])[C:4]1[CH:9]=[CH:8][C:7]([CH2:10][NH2:11])=[CH:6][C:5]=1[O:12][CH3:13]. Procedure: A mixture of 4-cyano-2-methoxy-benzoic acid methyl ester (1.01 g, 5.28 mmol) in methanol (50 mL) was added to Raney-nickel 2800 slurry in water (a few grams washed with methanol to remove the water, Aldrich) and it was put under a 50 psi hydrogen atmosphere for 16 hrs. The mixture was filtered through Celite under an argon atmosphere and concentrated and then purified by flash chromatography to give 4-aminomethyl-2-methoxy-benzoic acid methyl ester (385.7 mg, 34.7%). Starting materials: N(=[N+]=[N-])[Si](C)(C)C (azidotrimethylsilane), CC1(C=CC(CC1)=O)C (4,4-dimethyl-2-cyclohexen-1-one), II (iodine). Run in ClCCl (dichloromethane), N1=CC=CC=C1 (pyridine), ClCCl (dichloromethane), C(C)(=O)OCC (ethyl acetate). Reaction conditions: temperature 0 celsius, time 2 hour. The product is IC=1C(CCC(C1)(C)C)=O (2-Iodo-4,4-dimethyl-2-cyclohexen-1-one). Reaction SMILES: N([Si](C)(C)C)=[N+]=[N-].[CH3:8][C:9]1([CH3:16])[CH2:14][CH2:13][C:12](=[O:15])[CH:11]=[CH:10]1.[I:17]I>N1C=CC=CC=1.ClCCl.C(OCC)(=O)C>[I:17][C:11]1[C:12](=[O:15])[CH2:13][CH2:14][C:9]([CH3:16])([CH3:8])[CH:10]=1. Reported procedure: Freshly distilled azidotrimethylsilane (4.61 mL, 34.7 mmol) was added to a stirred solution of 4,4-dimethyl-2-cyclohexen-1-one (available from Aldrich Chemical Co., 3.04 mL, 23.2 mmol) and dichloromethane (35 mL) at 0° C. under argon. The solution was stirred for 2 hours at 0° C. before adding a solution of iodine (11.8 g, 46.3 mmol) in 35 mL of pyridine and 35 mL of dichloromethane. The resulting solution was stirred for 20 hours at room temperature, diluted with ethyl acetate, and was washed w... Reactants: O1CCC(CC1)C=1C=C(C=NC1)N (5-(tetrahydro-2H-pyran-4-yl)pyridin-3-amine), ClC1=C(C(=NC2=CC(=CC(=C12)F)F)C1=NC=CC=C1)C (4-chloro-5,7-difluoro-3-methyl-2-(pyridin-2-yl)quinoline), C1(CCCCC1)P(C1(C(=C(C=C(C1)C(C)C)C(C)C)C1=CC=CC=C1)C(C)C)C1CCCCC1 (2-dicyclohexylphosphino-2,4,6,-triisopropylbiphenyl), CC(C)C1=CC(=C(C(=C1)C(C)C)C2=C(C=CC=C2)P(C3CCCCC3)C4CCCCC4)C(C)C (X-Phos), CC(C)([O-])C.[Na+] (sodium tert-butoxide). Reagents/catalysts: C=1C=CC(=CC1)/C=C/C(=O)/C=C/C2=CC=CC=C2.C=1C=CC(=CC1)/C=C/C(=O)/C=C/C2=CC=CC=C2.C=1C=CC(=CC1)/C=C/C(=O)/C=C/C2=CC=CC=C2.[Pd].[Pd] (tris(dibenzylideneacetone)dipalladium). Run in O (water), C1(=CC=CC=C1)C (Toluene). Conditions: temperature 100 celsius, time 18 hour. Product: FC1=C2C(=C(C(=NC2=CC(=C1)F)C1=NC=CC=C1)C)NC=1C=NC=C(C1)C1CCOCC1 (5,7-difluoro-3-methyl-2-(pyridin-2-yl)-N-(5-(tetrahydro-2H-pyran-4-yl)pyridin-3-yl)-quinolin-4-amine). RXN SMILES: [O:1]1[CH2:6][CH2:5][CH:4]([C:7]2[CH:8]=[C:9]([NH2:13])[CH:10]=[N:11][CH:12]=2)[CH2:3][CH2:2]1.Cl[C:15]1[C:24]2[C:19](=[CH:20][C:21]([F:26])=[CH:22][C:23]=2[F:25])[N:18]=[C:17]([C:27]2[CH:32]=[CH:31][CH:30]=[CH:29][N:28]=2)[C:16]=1[CH3:33].C1(P(C2CCCCC2)C2(C(C)C)CC(C(C)C)=CC(C(C)C)=C2C2C=CC=CC=2)CCCCC1.CC(C1C=C(C(C)C)C(C2C=CC=CC=2P(C2CCCCC2)C2CCCCC2)=C(C(C)C)C=1)C.CC(C)([O-])C.[Na+]>C1(C)C=CC=CC=1.C1C=CC(/C=C/C(/C=C/C2C=CC=CC=2)=O)=CC=1.C1C=CC(/C=C/C(/C=C/C2C=CC=CC=2)=O)=CC=1.C1C=CC(/C=C/C(/C=C/C2C=CC=CC=2)=O)=CC=1.[Pd].[Pd].O>[F:25][C:23]1[CH:22]=[C:21]([F:26])[CH:20]=[C:19]2[C:24]=1[C:15]([NH:13][C:9]1[CH:10]=[N:11][CH:12]=[C:7]([CH:4]3[CH2:5][CH2:6][O:1][CH2:2][CH2:3]3)[CH:8]=1)=[C:16]([CH3:33])[C:17]([C:27]1[CH:32]=[CH:31][CH:30]=[CH:29][N:28]=1)=[N:18]2 |f:4.5,7.8.9.10.11|. Procedure: A mixture of 5-(tetrahydro-2H-pyran-4-yl)pyridin-3-amine (71.7 mg, 0.40 mmol), 4-chloro-5,7-difluoro-3-methyl-2-(pyridin-2-yl)quinoline (96.7 mg, 0.33 mmol), 2-dicyclohexylphosphino-2,4,6,-triisopropylbiphenyl, (X-Phos) (25.9 mg, 0.054 mmol), tris(dibenzylideneacetone)dipalladium (0) (12.8 mg, 0.014 mmol), and sodium tert-butoxide (88.8 mg, 0.92 mmol) in dry Toluene (2.0 mL) was degassed by nitrogen. The resulting reaction was heated to 100° C. and monitored with TLC and LC-MS. After 18 h, the r... The product is CCOC(=O)c1cnc(NC2CCN(Cc3ccc(F)cc3)C2)c(Cl)c1. The reactants are CCOC(=O)c1cnc(Cl)c(Cl)c1, CCOC(C)=O, Cl, Cl, NC1CCN(Cc2ccc(F)cc2)C1, [K+], [K+], O=C([O-])[O-], CN(C)C=O, O. As a reaction SMILES: [CH2:17]([CH3:18])[O:19][C:20]([c:21]1[cH:22][n:23][c:24]([Cl:28])[c:25]([Cl:27])[cH:26]1)=[O:29].[CH3:42][CH2:43][O:44][C:45]([CH3:46])=[O:47].[ClH:1].[ClH:2].[F:3][c:4]1[cH:5][cH:6][c:7]([CH2:8][N:9]2[CH2:10][CH:11]([NH2:14])[CH2:12][CH2:13]2)[cH:15][cH:16]1.[K+:30].[K+:31].[O-:32][C:33]([O-:34])=[O:35].[O:37]=[CH:38][N:39]([CH3:40])[CH3:41].[OH2:36]>>[F:3][c:4]1[cH:5][cH:6][c:7]([CH2:8][N:9]2[CH2:10][CH:11]([NH:14][c:24]3[n:23][cH:22][c:21]([C:20]([O:19][CH2:17][CH3:18])=[O:29])[cH:26][c:25]3[Cl:27])[CH2:12][CH2:13]2)[cH:15][cH:16]1. Reaction SMILES: [Cl:15][CH2:16][Cl:17].[Cl:1][c:2]1[n:3][c:4]([CH3:10])[cH:5][c:6]([CH2:8][OH:9])[cH:7]1.[ClH:12].[NH3:11].[Na+:14].[OH-:13]>>[c:2]1([NH2:11])[n:3][c:4]([CH3:10])[cH:5][c:6]([CH2:8][OH:9])[cH:7]1. Product: Cc1cc(CO)cc(N)n1. The reactants are ClCCl, Cc1cc(CO)cc(Cl)n1, Cl, N, [Na+], [OH-]. Starting materials: CN1C(=O)C(Cc2ccccc2)NC1C(C)(C)C, Cn1ccc2ccccc21, CC=CC=O, CC(C)O, ClCCl, O=C(O)C(F)(F)F, c1ccccc1. Yields the product CC(CC=O)c1cn(C)c2ccccc12. As a reaction SMILES: [CH2:23]([CH:24]1[NH:25][CH:26]([C:27]([CH3:28])([CH3:29])[CH3:30])[N:31]([CH3:32])[C:33]1=[O:34])[c:35]1[cH:36][cH:37][cH:38][cH:39][cH:40]1.[CH3:6][n:7]1[cH:8][cH:9][c:10]2[cH:11][cH:12][cH:13][cH:14][c:15]12.[CH:1]([CH:2]=[CH:3][CH3:4])=[O:5].[CH:44]([OH:45])([CH3:46])[CH3:47].[Cl:41][CH2:42][Cl:43].[F:16][C:17]([F:18])([F:19])[C:20]([OH:21])=[O:22].[cH:48]1[cH:49][cH:50][cH:51][cH:52][cH:53]1>>[CH:1]([CH2:2][CH:3]([CH3:4])[c:9]1[cH:8][n:7]([CH3:6])[c:15]2[c:10]1[cH:11][cH:12][cH:13][cH:14]2)=[O:5].